Dataset: the Open Reaction Database (ORD), a public repository of structured organic reaction records. Task: describe an organic reaction: reactants, conditions, products, and yield Starting materials: C(CCC)[Li] (n-butyl lithium), N1=CC(=CC=C1)C(C#N)O[Si](C)(C)C (2-(3-pyridyl)-2-(trimethylsiloxy)acetonitrile), [Cl-].[Na+] (sodium chloride), COCOC1=CC=C(C=C1)CBr (4-Bromomethylphenyl methoxymethyl ether), solution, [F-].C(CCC)[N+](CCCC)(CCCC)CCCC (tetra-n-butylammonium fluoride), C(C)(C)NC(C)C (diisopropylamine). Solvent: CCCCCC (hexane), O1CCCC1 (tetrahydrofuran), O1CCCC1 (tetrahydrofuran), O1CCCC1 (tetrahydrofuran), O1CCCC1 (tetrahydrofuran). Reaction conditions: time 5 minute. Yields the product COCOC1=CC=C(C=C1)CC(=O)C=1C=NC=CC1 (2-(4-methoxymethyloxyphenyl)-1-(3-pyridyl)ethanone). Yield: 46.1%. Reaction SMILES: C(NC(C)C)(C)C.C([Li])CCC.[N:13]1[CH:18]=[CH:17][CH:16]=[C:15]([CH:19]([O:22][Si](C)(C)C)[C:20]#N)[CH:14]=1.[CH3:27][O:28][CH2:29][O:30][C:31]1[CH:36]=[CH:35][C:34](CBr)=[CH:33][CH:32]=1.[F-].C([N+](CCCC)(CCCC)CCCC)CCC.[Cl-].[Na+]>O1CCCC1.CCCCCC>[CH3:27][O:28][CH2:29][O:30][C:31]1[CH:36]=[CH:35][C:34]([CH2:20][C:19]([C:15]2[CH:14]=[N:13][CH:18]=[CH:17][CH:16]=2)=[O:22])=[CH:33][CH:32]=1 |f:4.5,6.7|. Reported procedure: In argon atmosphere, 2.02 g of diisopropylamine was dissolved in 50 ml of dry tetrahydrofuran, followed by dropwise addition of the solution of 12.5 ml of 1.55M n-butyl lithium in hexane at -20° C., which was then stirred at the same temperature for five minutes and cooled subsequently. 2-(3-pyridyl)-2-(trimethylsiloxy)acetonitrile (4.13 g) dissolved in 20 ml of dry tetrahydrofuran was added dropwise. After stirring at the same temperature for one hour, the reaction mixture was dissolved in 10 m... Reactants: [Br-], CC[Mg+], C[Si](C)(C)Cl, C#CCN=Cc1ccccc1, C1CCOC1. The product is C[Si](C)(C)C#CCN=Cc1ccccc1. Reaction SMILES: [Br-:1].[CH2:2]([Mg+:3])[CH3:4].[CH3:16][Si:17]([CH3:18])([CH3:19])[Cl:20].[CH:5]([c:6]1[cH:7][cH:8][cH:9][cH:10][cH:11]1)=[N:12][CH2:13][C:14]#[CH:15].[O:21]1[CH2:22][CH2:23][CH2:24][CH2:25]1>>[CH:5]([c:6]1[cH:7][cH:8][cH:9][cH:10][cH:11]1)=[N:12][CH2:13][C:14]#[C:15][Si:17]([CH3:16])([CH3:18])[CH3:19]. Reactants: C(C)(C)(C)OC(NC1(COC(OC1)(C)C)C#C)=O (tert-butyl-5-ethynyl-2,2-dimethyl-1,3-dioxan-5-ylcarbamate), IC=1C=C2CN(CC2=CC1)C(C1=CC=CC=C1)(C1=CC=CC=C1)C1=CC=CC=C1 (5-iodo-2-tritylisoindoline), C#CCCCCCC (1-octyne), IC1=CC=C(C=C1)CCC#CC12C(C3CC(CC(C1)C3)C2)O (1-(4-(4-Iodophenyl)but-1-ynyl)-2-admantanol). The product is C(C)(C)(C)OC(NC1(COC(OC1)(C)C)C#CC1=CC=C(C=C1)CCC#CC1(CCCCC1)O)=O (tert-Butyl-5-((4-(4-(1-hydroxycyclohexyl)but-3-ynyl)phenyl)ethynyl)-2,2-dimethyl-1,3-dioxan-5-ylcarbamate). The yield is 62.0%. As a reaction SMILES: [C:1]([O:5][C:6](=[O:18])[NH:7][C:8]1([C:16]#[CH:17])[CH2:13][O:12][C:11]([CH3:15])([CH3:14])[O:10][CH2:9]1)([CH3:4])([CH3:3])[CH3:2].[CH:19]#[C:20][CH2:21]CCCCC.IC1C=CC(CCC#CC23CC4CC(CC(C4)C2[OH:48])C3)=CC=1.IC1C=C2C(=CC=1)CN([C:59]([C:72]1[CH:77]=[CH:76][CH:75]=[CH:74][CH:73]=1)([C:66]1[CH:71]=[CH:70][CH:69]=[CH:68][CH:67]=1)C1C=CC=CC=1)C2>>[C:1]([O:5][C:6](=[O:18])[NH:7][C:8]1([C:16]#[C:17][C:19]2[CH:73]=[CH:74][C:75]([CH2:76][CH2:77][C:72]#[C:59][C:66]3([OH:48])[CH2:67][CH2:68][CH2:69][CH2:70][CH2:71]3)=[CH:21][CH:20]=2)[CH2:13][O:12][C:11]([CH3:15])([CH3:14])[O:10][CH2:9]1)([CH3:4])([CH3:3])[CH3:2]. Reported procedure: When tert-butyl-5-ethynyl-2,2-dimethyl-1,3-dioxan-5-ylcarbamate was substituted for 1-octyne and the product of Step A was substituted for 5-iodo-2-tritylisoindoline in Example 2, Step D, the similar process afforded the title compound in 62% yield, as pale paste. 1H-NMR (CDCl3) 1.46 (s, 3H); 1.48 (s, 9H); 1.50 (s, 3H); 1.47-2.14 (m, 16H); 3.94-4.11 (m, 4H); 4.72 (5, 2H); 5.19 (s, 1H); 6.87 (d, 2H, J=8.85 Hz); 7.33 (d, 2H, J=8.79 Hz).